This data is from the Open Reaction Database (ORD), a public repository of structured organic reaction records. The task is: describe an organic reaction: reactants, conditions, products, and yield Starting materials: O=C(Br)CBr, CN(C)c1ccccc1, CO, ClCCl, Cl, Cl, Cc1cc(C(F)(F)F)c(N)c(C)n1. Product: Cc1cc(C(F)(F)F)c(NC(=O)CBr)c(C)n1. Reaction SMILES: [Br:25][CH2:26][C:27](=[O:28])[Br:29].[CH3:16][N:17]([c:18]1[cH:19][cH:20][cH:21][cH:22][cH:23]1)[CH3:24].[CH3:30][OH:31].[Cl:32][CH2:33][Cl:34].[ClH:1].[ClH:2].[NH2:3][c:4]1[c:5]([CH3:15])[n:6][c:7]([CH3:14])[cH:8][c:9]1[C:10]([F:11])([F:12])[F:13]>>[NH:3]([c:4]1[c:5]([CH3:15])[n:6][c:7]([CH3:14])[cH:8][c:9]1[C:10]([F:11])([F:12])[F:13])[C:27]([CH2:26][Br:25])=[O:28]. Starting materials: CCOC(=O)C (EtOAc), C1(=CC=CC=C1)O (phenol), [H-].[Na+] (NaH), NC=1N=C(C(=NC1Br)C=1C=CC(N(C1)C(C)C)=O)C1=CC=CC=C1 (5-(5-amino-6-bromo-3-phenyl-2-pyrazinyl)-1-isopropyl-2(1H)-pyridone). Solvent: O (water), CN1CCCC1=O (NMP). Run at temperature 100 celsius, time 5 minute. The product is NC=1N=C(C(=NC1OC1=CC=CC=C1)C=1C=CC(N(C1)C(C)C)=O)C1=CC=CC=C1 (5-(5-amino-6-phenoxy-3-phenyl-2-pyrazinyl)-1-isopropyl-2(1H)-pyridone). The yield is 85.1%. Reaction SMILES: [C:1]1([OH:7])[CH:6]=[CH:5][CH:4]=[CH:3][CH:2]=1.[H-].[Na+].[NH2:10][C:11]1[N:12]=[C:13]([C:28]2[CH:33]=[CH:32][CH:31]=[CH:30][CH:29]=2)[C:14]([C:18]2[CH:19]=[CH:20][C:21](=[O:27])[N:22]([CH:24]([CH3:26])[CH3:25])[CH:23]=2)=[N:15][C:16]=1Br.CCOC(C)=O>CN1C(=O)CCC1.O>[NH2:10][C:11]1[N:12]=[C:13]([C:28]2[CH:29]=[CH:30][CH:31]=[CH:32][CH:33]=2)[C:14]([C:18]2[CH:19]=[CH:20][C:21](=[O:27])[N:22]([CH:24]([CH3:26])[CH3:25])[CH:23]=2)=[N:15][C:16]=1[O:7][C:1]1[CH:6]=[CH:5][CH:4]=[CH:3][CH:2]=1 |f:1.2|. Procedure details: To a solution of phenol (147 mg) in NMP (1.0 ml), was added 60% NaH (52 mg) under ice-bath cooling. After 5 minutes stirring, 5-(5-amino-6-bromo-3-phenyl-2-pyrazinyl)-1-isopropyl-2(1H)-pyridone (100 mg) was added to the mixture at the same temperature. And then the mixture was heated at 100° C. with stirring for 5.5 hours. After cooling, EtOAc and water were poured into the mixture, and the organic layer was separated, washed with water and brine, and dried over MgSO4. The solvent was removed un...